Dataset: the Open Reaction Database (ORD), a public repository of structured organic reaction records. Task: describe an organic reaction: reactants, conditions, products, and yield Starting materials: ClC=1N=NC=C2C1N(C(=C2C)C)CC=C (7-chloro-2,3-dimethyl-1-(2-propenyl)pyrrolo[2,3-d]pyridazine), C(C1=CC=CC=C1)O (benzyl alcohol). Product: C(C1=CC=CC=C1)OC=1N=NC=C2C1N(C(=C2C)C)CC=C (7-Benzyloxy-2,3-dimethyl-1-(2-propenyl)pyrrolo[2,3-d]pyridazine). Yield: 63.2%. Reaction SMILES: Cl[C:2]1[N:3]=[N:4][CH:5]=[C:6]2[C:10]([CH3:11])=[C:9]([CH3:12])[N:8]([CH2:13][CH:14]=[CH2:15])[C:7]=12.[CH2:16]([OH:23])[C:17]1[CH:22]=[CH:21][CH:20]=[CH:19][CH:18]=1>>[CH2:16]([O:23][C:2]1[N:3]=[N:4][CH:5]=[C:6]2[C:10]([CH3:11])=[C:9]([CH3:12])[N:8]([CH2:13][CH:14]=[CH2:15])[C:7]=12)[C:17]1[CH:22]=[CH:21][CH:20]=[CH:19][CH:18]=1. Reported procedure: The title compound was prepared as a white powder in 63.2% yield in a similar procedure to that described in Example 1 by using 7-chloro-2,3-dimethyl-1-(2-propenyl)pyrrolo[2,3-d]pyridazine and benzyl alcohol. The reactants are C([O-])(O)=O.[Na+] (sodium bicarbonate), N1CCC(CC1)NC1=NC=C(C=C1)C (2-(piperidin-4-ylamino)-5-methylpyridine), O=CCC1(CCCCC1)C(=O)OCC1=CC=CC=C1 (benzyl 1-(2-oxoethyl)cyclohexanecarboxylate), C(C)(=O)O[BH-](OC(C)=O)OC(C)=O (triacetoxyborohydride). Solvent: O1CCCC1 (tetrahydrofuran), C(C)(=O)O (acetic acid). The product is CC=1C=CC(=NC1)NC1CCN(CC1)CCC1(CCCCC1)C(=O)OCC1=CC=CC=C1 (Benzyl 1-[2-[4-(5-methylpiridin-2-ylamino)piperidin-1-yl]ethyl]cyclohexanecarboxylate). Isolated yield 86.3%. RXN SMILES: [NH:1]1[CH2:6][CH2:5][CH:4]([NH:7][C:8]2[CH:13]=[CH:12][C:11]([CH3:14])=[CH:10][N:9]=2)[CH2:3][CH2:2]1.O=[CH:16][CH2:17][C:18]1([C:24]([O:26][CH2:27][C:28]2[CH:33]=[CH:32][CH:31]=[CH:30][CH:29]=2)=[O:25])[CH2:23][CH2:22][CH2:21][CH2:20][CH2:19]1.C(O[BH-](OC(=O)C)OC(=O)C)(=O)C.C(=O)(O)[O-].[Na+]>O1CCCC1.C(O)(=O)C>[CH3:14][C:11]1[CH:12]=[CH:13][C:8]([NH:7][CH:4]2[CH2:5][CH2:6][N:1]([CH2:16][CH2:17][C:18]3([C:24]([O:26][CH2:27][C:28]4[CH:29]=[CH:30][CH:31]=[CH:32][CH:33]=4)=[O:25])[CH2:23][CH2:22][CH2:21][CH2:20][CH2:19]3)[CH2:2][CH2:3]2)=[N:9][CH:10]=1 |f:3.4|. Reported procedure: To a solution of 2-(piperidin-4-ylamino)-5-methylpyridine (277 mg) and benzyl 1-(2-oxoethyl)cyclohexanecarboxylate (360 mg) in tetrahydrofuran (15 mL) was added acetic acid (207 mg) and triacetoxyborohydride (731 mg) at room temperature. After stiring the solution for 18 hours, saturated aqueous sodium bicarbonate solution was added thereto and it was extracted with ethyl acetate. The extract was dried over anhydrous sodium sulfate, and then, concentrated under reduced pressure. The resulting re... Reactants: COC(=O)C=1[C@@H]2[C@@H]([C@@H](OC1)OC(C)OCC)C(=CC2)CCO ((1S,4aS,7aR)-1-[1-(ethoxy)ethoxy]-7-[2-(hydroxy)ethyl]-1,4a,5,7a-tetrahydrocyclopenta[c]pyrane-4-carboxylic acid methylester), N1=CC=CC=C1 (pyridine), C(C)(=O)OC(C)=O (acetic anhydride). Reagents/catalysts: CN(C)C=1C=CN=CC1 (DMAP). Run in ClCCl (dichloromethane). Run at time 3 hour. Yields the product hexane-ether, COC(=O)C=1[C@@H]2[C@@H]([C@@H](OC1)OC(C)OCC)C(=CC2)CCOC(C)=O ((1S,4aS,7aR)-7-[2-(acetoxy)ethyl]-1-[1-(ethoxy)ethoxy]-1,4a,5,7a-tetrahydrocyclopenta[c]pyrane-4-carboxylic acid methylester). The yield is 89.0%. As a reaction SMILES: [CH3:1][O:2][C:3]([C:5]1[C@H:6]2[CH2:19][CH:18]=[C:17]([CH2:20][CH2:21][OH:22])[C@@H:7]2[C@H:8]([O:11][CH:12]([O:14][CH2:15][CH3:16])[CH3:13])[O:9][CH:10]=1)=[O:4].N1C=CC=CC=1.[C:29](OC(=O)C)(=[O:31])[CH3:30]>ClCCl.CN(C1C=CN=CC=1)C>[CH3:1][O:2][C:3]([C:5]1[C@H:6]2[CH2:19][CH:18]=[C:17]([CH2:20][CH2:21][O:22][C:29](=[O:31])[CH3:30])[C@@H:7]2[C@H:8]([O:11][CH:12]([O:14][CH2:15][CH3:16])[CH3:13])[O:9][CH:10]=1)=[O:4]. Procedure details: 1.63 g of the above (1S,4aS,7aR)-1-[1-(ethoxy)ethoxy]-7-[2-(hydroxy)ethyl]-1,4a,5,7a-tetrahydrocyclopenta[c]pyrane-4-carboxylic acid methylester were dissolved in dichloromethane followed by addition of 1.7 ml of pyridine and DMAP. Next, 1.0 ml of acetic anhydride were added followed by stirring for 3 hours at room temperature. The reaction mixture was then extracted with ether. After washing the organic phase with 2N aqueous hydrochloric acid, saturated aqueous sodium bicarbonate and brine, it ... Starting materials: FC=1C=C(C#N)C=C(C1)F (3,5-difluorobenzonitrile), N (ammonia). The reagents and catalysts are [Ni] (Raney nickel). Run in CO (methanol), CO (methanol). Run at time 2.5 hour. The product is FC=1C=C(CN)C=C(C1)F (3,5-difluorobenzylamine). Yield: 99.6%. RXN SMILES: [F:1][C:2]1[CH:3]=[C:4]([CH:7]=[C:8]([F:10])[CH:9]=1)[C:5]#[N:6].N>[Ni].CO>[F:1][C:2]1[CH:3]=[C:4]([CH:7]=[C:8]([F:10])[CH:9]=1)[CH2:5][NH2:6]. Procedure details: A slurry of Raney nickel in methanol was added to a solution of 3,5-difluorobenzonitrile (12.0 g, .0863 mole) in methanol (100 ml) saturated with ammonia and the mixture was hydrogenated for 2.5 hours at 50 pounds pressure. The solution was decanted from the catalyst and the catalyst washed four times with methanol and decanted. The combined decanted solvent was evaporated and the residue dissolved in ethyl acetate and extracted twice with lN hydrochloric acid (50 ml). The acid solution was made... The reactants are [N+](=O)([O-])C1=CC=CC=C1 (nitrobenzene), CC1=C(C=C(C=C1)N=C=O)N=C=O (2,4-toluene diisocyanate), CC1=C(C=CC=C1N=C=O)N=C=O (2,6-toluene diisocyanate), polyisocyanate, CC1(C(C=CC=C1)N=C=O)N(C(N(C1(C(C=CC=C1)N=C=O)C)C1(C(C=CC=C1)N=C=O)C)=O)C(=O)N (tris-(1-methyl-2-isocyanatophenyl)biuret). Run in C1(=CC=CC=C1)C (toluene). The product is C1(=CC=CC=C1)NC(=O)N(C(=O)NC1(C(C=CC=C1)N=C=O)C)C1(C(C=CC=C1)N=C=O)C (N-phenyl-N',N"-bis-(1-methyl-2-isocyanatophenyl)biuret). Reaction SMILES: CC1C=CC(N=C=O)=CC=1N=C=O.CC1C(N=C=O)=CC=CC=1N=C=O.[N+:27]([C:30]1[CH:35]=[CH:34][CH:33]=[CH:32][CH:31]=1)([O-])=O.[CH3:36][C:37]1([N:46]([C:70](N)=[O:71])[C:47](=[O:69])[N:48](C2(C)C=CC=CC2N=C=O)[C:49]2([CH3:58])[CH:54]=[CH:53][CH:52]=[CH:51][CH:50]2[N:55]=[C:56]=[O:57])[CH:42]=[CH:41][CH:40]=[CH:39][CH:38]1[N:43]=[C:44]=[O:45]>C1(C)C=CC=CC=1>[C:30]1([NH:27][C:70]([N:46]([C:37]2([CH3:36])[CH:42]=[CH:41][CH:40]=[CH:39][CH:38]2[N:43]=[C:44]=[O:45])[C:47]([NH:48][C:49]2([CH3:58])[CH:54]=[CH:53][CH:52]=[CH:51][CH:50]2[N:55]=[C:56]=[O:57])=[O:69])=[O:71])[CH:35]=[CH:34][CH:33]=[CH:32][CH:31]=1. Reported procedure: About 522 parts by weight of an isomeric mixture of about 80 parts of 2,4-toluene diisocyanate and 20 parts of 2,6-toluene diisocyanate, about 25 parts of nitrobenzene and about 600 parts by volume of toluene are treated and worked up as described in Example 1. A polyisocyanate mixture which consists substantially of 2 mols of tris-(1-methyl-2-isocyanatophenyl)biuret and 1 mol of N-phenyl-N',N"-bis-(1-methyl-2-isocyanatophenyl)biuret is obtained in a yield of about 480 parts; NCO content about 2... The reactants are O=C([O-])[O-], CCOC(=O)c1cccc(CBr)n1, CC(C)=O, [K+], [K+], Oc1ccc(I)cc1. Product: CCOC(=O)c1cccc(COc2ccc(I)cc2)n1. Reaction SMILES: [C:22](=[O:23])([O-:24])[O-:25].[CH2:1]([CH3:2])[O:3][C:4](=[O:5])[c:6]1[n:7][c:8]([CH2:12][Br:13])[cH:9][cH:10][cH:11]1.[CH3:28][C:29](=[O:30])[CH3:31].[K+:26].[K+:27].[OH:14][c:15]1[cH:16][cH:17][c:18]([I:19])[cH:20][cH:21]1>>[CH2:1]([CH3:2])[O:3][C:4](=[O:5])[c:6]1[n:7][c:8]([CH2:12][O:14][c:15]2[cH:16][cH:17][c:18]([I:19])[cH:20][cH:21]2)[cH:9][cH:10][cH:11]1. Reactants: CC(C)(C)N(CC1CCC(NC(=O)c2cccc3ccccc23)CC1)C(=O)[O-], ClCCl, Cl, C1COCCO1. Yields the product NCC1CCC(NC(=O)c2cccc3ccccc23)CC1. Reaction SMILES: [C:2]([N:6]([C:3](=[O:4])[O-:5])[CH2:10][CH:11]1[CH2:12][CH2:13][CH:14]([NH:17][C:18](=[O:19])[c:20]2[cH:21][cH:22][cH:23][c:24]3[cH:25][cH:26][cH:27][cH:28][c:29]23)[CH2:15][CH2:16]1)([CH3:7])([CH3:8])[CH3:9].[Cl:36][CH2:37][Cl:38].[ClH:1].[O:30]1[CH2:31][CH2:32][O:33][CH2:34][CH2:35]1>>[NH2:6][CH2:10][CH:11]1[CH2:12][CH2:13][CH:14]([NH:17][C:18](=[O:19])[c:20]2[cH:21][cH:22][cH:23][c:24]3[cH:25][cH:26][cH:27][cH:28][c:29]23)[CH2:15][CH2:16]1. Reactants: P(=O)(Cl)(Cl)Cl (phosphoryl chloride), ClC1=CC=C(C=C1)C=1OC(=C([N+]1[O-])C)C (2-(4-Chlorophenyl)-4,5-dimethyl-1,3-oxazole 3-oxide), N (ammonia). Solvent: C(Cl)(Cl)Cl (chloroform). Run at temperature 0 celsius. The product is ClCC=1N=C(OC1C)C1=CC=C(C=C1)Cl (4-(Chloromethyl)-2-(4-chlorophenyl)-5-methyl-1,3-oxazole). RXN SMILES: [Cl:1][C:2]1[CH:7]=[CH:6][C:5]([C:8]2[O:9][C:10]([CH3:15])=[C:11]([CH3:14])[N+:12]=2[O-])=[CH:4][CH:3]=1.P(Cl)(Cl)([Cl:18])=O.N>C(Cl)(Cl)Cl>[Cl:18][CH2:14][C:11]1[N:12]=[C:8]([C:5]2[CH:6]=[CH:7][C:2]([Cl:1])=[CH:3][CH:4]=2)[O:9][C:10]=1[CH3:15]. Procedure: 1.00 g (4.47 mmol) of the compound from example 34A is initially charged in 15 ml of chloroform, and 1.5 ml (16.10 mmol) of phosphoryl chloride are added carefully. With stirring, the reaction mixture is heated at reflux for 30 min. The mixture is then cooled to 0° C. and made weakly basic by addition of aqueous ammonia. The mixture is extracted three times with in each case 20 ml of ethyl acetate. The combined organic phases are washed twice with in each case 5 ml of water and then dried over m... Starting materials: C(C1=CC=CC=C1)C1=NOC(=N1)CCC(=O)O (3-(3-benzyl-1,2,4-oxadiazol-5-yl)propanoic acid), C1=CN(C=N1)C(=O)N2C=CN=C2 (N,N-carbonyldiimidazole), NN (hydrazine). Solvent: C1CCOC1 (THF). The product is C(C1=CC=CC=C1)C1=NOC(=N1)CCC(=O)NN (3-(3-benzyl-1,2,4-oxadiazol-5-yl)propanohydrazide). As a reaction SMILES: [CH2:1]([C:8]1[N:12]=[C:11]([CH2:13][CH2:14][C:15]([OH:17])=O)[O:10][N:9]=1)[C:2]1[CH:7]=[CH:6][CH:5]=[CH:4][CH:3]=1.C1N=CN(C(N2C=NC=C2)=O)C=1.[NH2:30][NH2:31]>C1COCC1>[CH2:1]([C:8]1[N:12]=[C:11]([CH2:13][CH2:14][C:15]([NH:30][NH2:31])=[O:17])[O:10][N:9]=1)[C:2]1[CH:7]=[CH:6][CH:5]=[CH:4][CH:3]=1. Procedure: To a solution of 3-(3-benzyl-1,2,4-oxadiazol-5-yl)propanoic acid (1.0 g, 4.3 mmol) in THF (15 mL) was added N,N-carbonyldiimidazole (0.77 g, 4.7 mmol). After refluxing for 2 hours, hydrazine (0.6 g, 20 mmol) was added to the reaction mixture slowly with syringe at 0° C. The reaction mixture was allowed to warm to room temperature slowly and then concentrated to yield the desired product as white solid. LCMS calculated for C12H15N4O2 (M+H): 247.1. found: 247.1.